Dataset: the Open Reaction Database (ORD), a public repository of structured organic reaction records. Task: describe an organic reaction: reactants, conditions, products, and yield Reactants: [Br-], O=C([O-])[O-], ClCCl, CCCCCC, O=Cc1cccc2[nH]ccc12, [K+], [K+], [Li]CCCC, C1CCOC1, O, Oc1ccccc1C[P+](c1ccccc1)(c1ccccc1)c1ccccc1. Product: Oc1ccccc1C=Cc1cccc2[nH]ccc12. As a reaction SMILES: [Br-:1].[C:45](=[O:46])([O-:47])[O-:48].[CH2:63]([Cl:64])[Cl:65].[CH3:56][CH2:57][CH2:58][CH2:59][CH2:60][CH3:61].[CH:34](=[O:35])[c:36]1[c:37]2[cH:38][cH:39][nH:40][c:41]2[cH:42][cH:43][cH:44]1.[K+:49].[K+:50].[Li:29][CH2:30][CH2:31][CH2:32][CH3:33].[O:51]1[CH2:52][CH2:53][CH2:54][CH2:55]1.[OH2:62].[OH:2][c:3]1[c:4]([CH2:5][P+:6]([c:7]2[cH:8][cH:9][cH:10][cH:11][cH:12]2)([c:13]2[cH:14][cH:15][cH:16][cH:17][cH:18]2)[c:19]2[cH:20][cH:21][cH:22][cH:23][cH:24]2)[cH:25][cH:26][cH:27][cH:28]1>>[OH:2][c:3]1[c:4]([CH:5]=[CH:34][c:36]2[c:37]3[cH:38][cH:39][nH:40][c:41]3[cH:42][cH:43][cH:44]2)[cH:25][cH:26][cH:27][cH:28]1. Reactants: CCCCO, CCOC(C)=O, C=Cc1ccccn1, O, OC(c1ccccc1)(c1ccccc1)C1CCCNC1. Product: OC(c1ccccc1)(c1ccccc1)C1CCCN(CCc2ccccn2)C1. RXN SMILES: [CH2:29]([OH:30])[CH2:31][CH2:32][CH3:33].[CH3:35][CH2:36][O:37][C:38](=[O:39])[CH3:40].[CH:21](=[CH2:22])[c:23]1[n:24][cH:25][cH:26][cH:27][cH:28]1.[OH2:34].[c:1]1([C:7]([CH:8]2[CH2:9][NH:10][CH2:11][CH2:12][CH2:13]2)([OH:14])[c:15]2[cH:16][cH:17][cH:18][cH:19][cH:20]2)[cH:2][cH:3][cH:4][cH:5][cH:6]1>>[c:1]1([C:7]([CH:8]2[CH2:9][N:10]([CH2:22][CH2:21][c:23]3[n:24][cH:25][cH:26][cH:27][cH:28]3)[CH2:11][CH2:12][CH2:13]2)([OH:14])[c:15]2[cH:16][cH:17][cH:18][cH:19][cH:20]2)[cH:2][cH:3][cH:4][cH:5][cH:6]1. Isolated yield 50.9%. The product is [N+](=O)([O-])C1=CC=C(CN2C(CCC2)C(C)(C)O)C=C1 (2-[1-(4-Nitro-benzyl)-pyrrolidin-2-yl]-propan-2-ol). Starting materials: N1C(CCC1)C(C)(C)O (2-Pyrrolidin-2-yl-propan-2-ol), C(=O)([O-])[O-].[K+].[K+] (K2CO3), [N+](=O)([O-])C1=CC=C(CBr)C=C1 (p-nitrobenzylbromide), alcohol. The solvent is CC#N (CH3CN). Reported procedure: 2-Pyrrolidin-2-yl-propan-2-ol (100 mg, 0.78 mmol) is dissolved in CH3CN (5 mL) to which K2CO3 (300 mg, 2.17 mmol) and p-nitrobenzylbromide (250 mg, 1.16 mmol) were added. The resulting mixture is stirred until MS suggested no starting alcohol is present. The suspension is filtered to remove the potassium salts and the acetonitrile is removed under vacuum. The residue is purified to afford the product (105 mg, 51%). 1H NMR (300 MHz, CDCl3) 8.18 (2H, d, J=8.7 Hz), 7.54 (2H, d, J=8.7 Hz), 4.25 (1H,... Reaction SMILES: [NH:1]1[CH2:5][CH2:4][CH2:3][CH:2]1[C:6]([OH:9])([CH3:8])[CH3:7].C([O-])([O-])=O.[K+].[K+].[N+:16]([C:19]1[CH:26]=[CH:25][C:22]([CH2:23]Br)=[CH:21][CH:20]=1)([O-:18])=[O:17]>CC#N>[N+:16]([C:19]1[CH:26]=[CH:25][C:22]([CH2:23][N:1]2[CH2:5][CH2:4][CH2:3][CH:2]2[C:6]([OH:9])([CH3:8])[CH3:7])=[CH:21][CH:20]=1)([O-:18])=[O:17] |f:1.2.3|. Reactants: C(#N)C1=C(C=CC(=C1)[N+](=O)[O-])O (2-cyano-4-nitrophenol), C(=O)([O-])[O-].[K+].[K+] (K2CO3), CI (MeI). The solvent is CC(=O)C (acetone). Yields the product [N+](=O)([O-])C=1C=CC(=C(C#N)C1)OC (5-Nitro-2-methoxybenzonitrile). Reaction SMILES: [C:1]([C:3]1[CH:8]=[C:7]([N+:9]([O-:11])=[O:10])[CH:6]=[CH:5][C:4]=1[OH:12])#[N:2].[C:13]([O-])([O-])=O.[K+].[K+].CI>CC(C)=O>[N+:9]([C:7]1[CH:6]=[CH:5][C:4]([O:12][CH3:13])=[C:3]([CH:8]=1)[C:1]#[N:2])([O-:11])=[O:10] |f:1.2.3|. Procedure: A mixture of 2-cyano-4-nitrophenol (3.5 g, 21 mmol), K2CO3 (5.9 g, 42 mmol), and MeI (9.08 g, 64 mmol) in acetone (50 mL) was heated at reflux overnight. The mixture was cooled and concentrated, taken up in H2O, stirred, filtered the yellow solid, dried by air (3.0 g, 79%). 1H NMR (400 MHz, CDCl3): d 4.08 (s, 3H), 7.12 (d, J=9.2 Hz, 1H), 8.5 (m, 2H). Starting materials: CC(C[C@@H](C(=O)OC)[C@@H](C)O)=C (Methyl (2R,3R)-2-(2-methyl-2-propen-1-yl)-3-hydroxybutanoate). Reagents/catalysts: [Pd] (palladium on carbon). Run in CCOC(=O)C (EtOAc). Reaction conditions: time 1.5 hour. Product: CC(C[C@@H](C(=O)OC)[C@@H](C)O)C (methyl (2R,3R)-2-(2-methyl-1-propyl)-3-hydroxybutanoate). Isolated yield 97.4%. As a reaction SMILES: [CH3:1][C:2](=[CH2:12])[CH2:3][C@H:4]([C@H:9]([OH:11])[CH3:10])[C:5]([O:7][CH3:8])=[O:6]>CCOC(C)=O.[Pd]>[CH3:1][CH:2]([CH3:12])[CH2:3][C@H:4]([C@H:9]([OH:11])[CH3:10])[C:5]([O:7][CH3:8])=[O:6]. Procedure details: Methyl (2R,3R)-2-(2-methyl-2-propen-1-yl)-3-hydroxybutanoate (8.1 g, 47.1 mmol) in 85 mL of EtOAc is treated with 800 mg of 10% palladium on carbon and the mixture is evacuated and purged with nitrogen. The heterogeneous solution is stirred under 52 psi of hydrogen for 1.5 h. Filtration and concentration of the filtrate in vacuo affords 7.99 g (96%) of methyl (2R,3R)-2-(2-methyl-1-propyl)-3-hydroxybutanoate as an oil.